Task: describe an organic reaction: reactants, conditions, products, and yield. Dataset: the Open Reaction Database (ORD), a public repository of structured organic reaction records Product: CC1(CN(CCC1=O)C(=O)OC(C)(C)C)C(=O)OC (O1-tert-butyl O3-methyl 3-methyl-4-oxo-piperidine-1,3-dicarboxylate). The yield is 85.5%. As a reaction SMILES: [O:1]=[C:2]1[CH2:7][CH2:6][N:5]([C:8]([O:10][C:11]([CH3:14])([CH3:13])[CH3:12])=[O:9])[CH2:4][CH:3]1[C:15]([O:17][CH3:18])=[O:16].[H-].[Na+].[CH3:21]I.O>CN(C=O)C>[CH3:21][C:3]1([C:15]([O:17][CH3:18])=[O:16])[C:2](=[O:1])[CH2:7][CH2:6][N:5]([C:8]([O:10][C:11]([CH3:12])([CH3:13])[CH3:14])=[O:9])[CH2:4]1 |f:1.2|. The reactants are O (water), O=C1C(CN(CC1)C(=O)OC(C)(C)C)C(=O)OC (O1-tert-butyl O3-methyl 4-oxopiperidine-1,3-dicarboxylate), CI (MeI), [H-].[Na+] (NaH). Procedure: A solution of O1-tert-butyl O3-methyl 4-oxopiperidine-1,3-dicarboxylate (1 g, 3.88 mmol) in DMF (100 mL) was cooled to 0° C. followed by portion wise addition of NaH (60% dispersion of mineral oil, 0.16 g, 3.88 mmol). The resulting mixture was stirred at the same temperature for 15 min followed by addition of MeI (0.7 mL, 11.64 mmol) at 0° C. then stirred at rt for 44 h. After completion of reaction (by TLC), water (100 mL) was added and extracted with EtOAc (3×100 mL). The combined organics wer... Run at time 15 minute. The solvent is CN(C)C=O (DMF).